Dataset: the Open Reaction Database (ORD), a public repository of structured organic reaction records. Task: describe an organic reaction: reactants, conditions, products, and yield Starting materials: mercuric oxide, FC1=C(COC=2C(=NC=CC2)NC(=S)NC2=CC=C(C=C2)Cl)C(=CC=C1)F (N-[3-(2,6-difluorobenzyloxy)pyrid-2-yl]-N'-(4-chlorophenyl)thiourea), N (ammonia). Conditions: time 2 day. The product is FC1=C(COC=2C(=NC=CC2)NC(=N)NC2=CC=C(C=C2)Cl)C(=CC=C1)F (N-[3-(2,6-Difluorobenzyloxy)pyrid-2-yl]-N'-(4-chlorophenyl)guanidine). RXN SMILES: [F:1][C:2]1[CH:26]=[CH:25][CH:24]=[C:23]([F:27])[C:3]=1[CH2:4][O:5][C:6]1[C:7]([NH:12][C:13]([NH:15][C:16]2[CH:21]=[CH:20][C:19]([Cl:22])=[CH:18][CH:17]=2)=S)=[N:8][CH:9]=[CH:10][CH:11]=1.[NH3:28]>>[F:1][C:2]1[CH:26]=[CH:25][CH:24]=[C:23]([F:27])[C:3]=1[CH2:4][O:5][C:6]1[C:7]([NH:12][C:13]([NH:15][C:16]2[CH:21]=[CH:20][C:19]([Cl:22])=[CH:18][CH:17]=2)=[NH:28])=[N:8][CH:9]=[CH:10][CH:11]=1. Procedure: A mixture of yellow mercuric oxide (0.75 g, 0.0035 mol), N-[3-(2,6-difluorobenzyloxy)pyrid-2-yl]-N'-(4-chlorophenyl)thiourea (1.18 g, 0.003 mol) and methanolic ammonia solution (40 ml) was stirred for 2 days at room temperature. The solvent was removed in vacuo and the black residue was boiled with chloroform and filtered hot. Evaporation of the solvent and recrystallisation from acetonitrile gave the desired product. Yield 0.5 g (44%), m.p. 146°-148 ° C.